This data is from the Open Reaction Database (ORD), a public repository of structured organic reaction records. The task is: describe an organic reaction: reactants, conditions, products, and yield Reactants: Cl, C=Cc1cc(CN)ccc1NS(C)(=O)=O, O=C(O)C=Cc1ccc(C(F)(F)F)nc1N1CCOCC1. Product: C=Cc1cc(CNC(=O)C=Cc2ccc(C(F)(F)F)nc2N2CCOCC2)ccc1NS(C)(=O)=O. As a reaction SMILES: [ClH:16].[NH2:1][CH2:2][c:3]1[cH:4][c:5]([CH:14]=[CH2:15])[c:6]([NH:9][S:10](=[O:11])(=[O:12])[CH3:13])[cH:7][cH:8]1.[O:17]1[CH2:18][CH2:19][N:20]([c:23]2[n:24][c:25]([C:34]([F:35])([F:36])[F:37])[cH:26][cH:27][c:28]2[CH:29]=[CH:30][C:31](=[O:32])[OH:33])[CH2:21][CH2:22]1>>[NH:1]([CH2:2][c:3]1[cH:4][c:5]([CH:14]=[CH2:15])[c:6]([NH:9][S:10](=[O:11])(=[O:12])[CH3:13])[cH:7][cH:8]1)[C:31]([CH:30]=[CH:29][c:28]1[c:23]([N:20]2[CH2:19][CH2:18][O:17][CH2:22][CH2:21]2)[n:24][c:25]([C:34]([F:35])([F:36])[F:37])[cH:26][cH:27]1)=[O:32]. The reactants are 80, [H][H] (hydrogen), NC1=C(C=C(C=C1C(F)(F)F)C(CN(C(C)(C)C)CC1=CC=CC=C1)O)Cl (1-(4'-amino-3'-chloro-5'-trifluoromethyl-phenyl)-2-(N-benzyl-N-tert.butylamino)-ethanol). Reagents/catalysts: [Pd] (palladium). The solvent is Cl (hydrochloric acid), CO (methanol). Product: Cl.NC1=C(C=C(C=C1C(F)(F)F)C(CNC(C)(C)C)O)Cl (1-(4'-Amino-3'-chloro-5'-trifluoromethyl-phenyl)-2-tert.butylamino-ethanol hydrochloride). As a reaction SMILES: [NH2:1][C:2]1[C:7]([C:8]([F:11])([F:10])[F:9])=[CH:6][C:5]([CH:12]([OH:26])[CH2:13][N:14](CC2C=CC=CC=2)[C:15]([CH3:18])([CH3:17])[CH3:16])=[CH:4][C:3]=1[Cl:27].[H][H]>CO.Cl.[Pd]>[ClH:27].[NH2:1][C:2]1[C:7]([C:8]([F:9])([F:10])[F:11])=[CH:6][C:5]([CH:12]([OH:26])[CH2:13][NH:14][C:15]([CH3:16])([CH3:17])[CH3:18])=[CH:4][C:3]=1[Cl:27] |f:5.6|. Reported procedure: 0.76 gm of 1-(4'-amino-3'-chloro-5'-trifluoromethyl-phenyl)-2-(N-benzyl-N-tert.butylamino)-ethanol were dissolved in 20 ml of methanol and 1.95 ml of 1N hydrochloric acid, and the solution was hydrogenated in a hydrogenation vessel in the presence of 80 mgm of palladium/coal-catalyst (10%) until 1 mol of hydrogen had been absorbed. Afterwards, the catalyst was removed by filtration, and the filtrate was evaporated to dryness in vacuo. The oily residue was purified by column chromatography (silic... Starting materials: C(C)(C)(C)[Si](OC(CCC1N(C(CC1)=O)CCCCCCC#N)CC1=CC=C(C=C1)F)(C)C (7-{2-[3-(tert-butyl-dimethyl-silanyloxy)-4-(4-fluoro-phenyl)-butyl]-5-oxo-pyrrolidin-1-yl}-heptanenitrile), CCCC[N+](CCCC)(CCCC)CCCC.[F-] (TBAF), C(=O)(O)[O-].[Na+] (NaHCO3). Solvent: C1CCOC1 (THF). Run at time 3 hour. The product is FC1=CC=C(C=C1)CC(CCC1N(C(CC1)=O)CCCCCCC#N)O (7-{2-[4-(4-fluoro-phenyl)-3-hydroxy-butyl]-5-oxo-pyrrolidin-1-yl}-heptanenitrile). Isolated yield 68.3%. As a reaction SMILES: C([Si](C)(C)[O:6][CH:7]([CH2:24][C:25]1[CH:30]=[CH:29][C:28]([F:31])=[CH:27][CH:26]=1)[CH2:8][CH2:9][CH:10]1[CH2:14][CH2:13][C:12](=[O:15])[N:11]1[CH2:16][CH2:17][CH2:18][CH2:19][CH2:20][CH2:21][C:22]#[N:23])(C)(C)C.CCCC[N+](CCCC)(CCCC)CCCC.[F-].C([O-])(O)=O.[Na+]>C1COCC1>[F:31][C:28]1[CH:29]=[CH:30][C:25]([CH2:24][CH:7]([OH:6])[CH2:8][CH2:9][CH:10]2[CH2:14][CH2:13][C:12](=[O:15])[N:11]2[CH2:16][CH2:17][CH2:18][CH2:19][CH2:20][CH2:21][C:22]#[N:23])=[CH:26][CH:27]=1 |f:1.2,3.4|. Procedure: To a solution of 7-{2-[3-(tert-butyl-dimethyl-silanyloxy)-4-(4-fluoro-phenyl)-butyl]-5-oxo-pyrrolidin-1-yl}-heptanenitrile (158 mg, 0.333 mmol) in THF (20 mL) at 0° C. was added TBAF (1M in THF, 0.50 mL, 0.50 mmol). The reaction mixture was stirred at room temperature for 3 h and saturated aqueous NaHCO3 was added. The volatiles were removed in vacuo. The remaining aqueous solution was washed with CHCl3 (4×5 mL) and the combined organic solutions were dried (MgSO4), filtered and concentrated. Th...